Dataset: the Open Reaction Database (ORD), a public repository of structured organic reaction records. Task: describe an organic reaction: reactants, conditions, products, and yield Starting materials: C(C(C)C)=O (isobutyraldehyde), N1CCC(CC1)OC1=CC=C(C=C1)NC(=O)N1CC=2C=NC=CC2C1 (N-(4-(piperidin-4-yloxy)phenyl)-1H-pyrrolo[3,4-c]pyridine-2(3H)-carboxamide), N1CCC(=CC1)C1=CC=C(C=C1)NC(=O)N1CC2=CC=CC=C2C1 (N-(4-(1,2,3,6-tetrahydropyridin-4-yl)phenyl)isoindoline-2-carboxamide). Yields the product CC(CCN1CCC(CC1)OC1=CC=C(C=C1)NC(=O)N1CC=2C=NC=CC2C1)C (N-(4-{[1-(3-methylbutyl)piperidin-4-yl]oxy}phenyl)-1,3-dihydro-2H-pyrrolo[3,4-c]pyridine-2-carboxamide). As a reaction SMILES: C(=O)C(C)C.[NH:6]1[CH2:11][CH2:10][CH:9]([O:12][C:13]2[CH:18]=[CH:17][C:16]([NH:19][C:20]([N:22]3[CH2:30][C:29]4[CH:28]=[CH:27][N:26]=[CH:25][C:24]=4[CH2:23]3)=[O:21])=[CH:15][CH:14]=2)[CH2:8][CH2:7]1.N1C[CH:35]=[C:34]([C:37]2C=CC(NC(N3CC4C(=CC=CC=4)C3)=O)=CC=2)[CH2:33][CH2:32]1>>[CH3:35][CH:34]([CH3:37])[CH2:33][CH2:32][N:6]1[CH2:11][CH2:10][CH:9]([O:12][C:13]2[CH:18]=[CH:17][C:16]([NH:19][C:20]([N:22]3[CH2:30][C:29]4[CH:28]=[CH:27][N:26]=[CH:25][C:24]=4[CH2:23]3)=[O:21])=[CH:15][CH:14]=2)[CH2:8][CH2:7]1. Procedure details: The title compound was prepared as described in Example 429, substituting 3-methylbutanal for isobutyraldehyde and N-(4-(piperidin-4-yloxy)phenyl)-1H-pyrrolo[3,4-c]pyridine-2(3H)-carboxamide for N-(4-(1,2,3,6-tetrahydropyridin-4-yl)phenyl)isoindoline-2-carboxamide. 1H NMR (400 MHz, Pyridine-d5. Temp=90° C.) δ ppm 8.53-8.57 (m, 2H) 8.09 (s, 1H) 7.70-7.78 (m, 2H) 7.10 (d, J=5.19 Hz, 1H) 6.98-7.04 (m, 2H) 4.79-4.89 (m, 4H) 4.26 (d, J=3.66 Hz, 1H) 2.72-2.83 (m, 2H) 2.34-2.41 (m, 2H) 2.21-2.30 (m, 2H... The reactants are O=C([O-])c1ccccc1, Cc1cn(C2C=CC(C(O)S(C)(=O)=O)O2)c(=O)[nH]c1=O, [Na+], CN(C)C=O, O. The product is Cc1cn(C2C=CC(C(O)C(=O)c3ccccc3)O2)c(=O)[nH]c1=O. As a reaction SMILES: [C:21]([c:22]1[cH:23][cH:24][cH:25][cH:26][cH:27]1)(=[O:28])[O-:29].[CH3:1][S:2](=[O:3])(=[O:4])[CH:5]([CH:6]1[CH:7]=[CH:8][CH:9]([n:11]2[c:12](=[O:13])[nH:14][c:15](=[O:16])[c:17]([CH3:18])[cH:19]2)[O:10]1)[OH:20].[Na+:30].[O:32]=[CH:33][N:34]([CH3:35])[CH3:36].[OH2:31]>>[CH:5]([CH:6]1[CH:7]=[CH:8][CH:9]([n:11]2[c:12](=[O:13])[nH:14][c:15](=[O:16])[c:17]([CH3:18])[cH:19]2)[O:10]1)([OH:20])[C:21]([c:22]1[cH:23][cH:24][cH:25][cH:26][cH:27]1)=[O:28].